From a dataset of the Open Reaction Database (ORD), a public repository of structured organic reaction records. describe an organic reaction: reactants, conditions, products, and yield Reactants: C(C)(=O)NC1=CC=C(C=C1)S(=O)(=O)CCN(CC)CC (N-acetyl-4-(2-diethylamino-ethyl-sulphonyl)-aniline), Cl (hydrochloric acid). Solvent: C(C)O (ethanol). Run at time 1 hour. Product: C(C)N(CCS(=O)(=O)C1=CC=C(N)C=C1)CC (4-(2-diethylamino-ethyl-sulphonyl)-aniline). RXN SMILES: C([NH:4][C:5]1[CH:10]=[CH:9][C:8]([S:11]([CH2:14][CH2:15][N:16]([CH2:19][CH3:20])[CH2:17][CH3:18])(=[O:13])=[O:12])=[CH:7][CH:6]=1)(=O)C.Cl>C(O)C>[CH2:19]([N:16]([CH2:17][CH3:18])[CH2:15][CH2:14][S:11]([C:8]1[CH:7]=[CH:6][C:5]([NH2:4])=[CH:10][CH:9]=1)(=[O:13])=[O:12])[CH3:20]. Procedure details: 9.85 g of N-acetyl-4-(2-diethylamino-ethyl-sulphonyl)-aniline (educt XVII) are dissolved in 25 ml of ethanol and 100 ml of 3N hydrochloric acid are added. The mixture is stirred for 1 hour at reflux temperature. After cooling it is neutralised, extracted three times with methylene chloride, dried over magnesium sulphate and finally the solvent is eliminated. The reactants are [Al+3], CCOC(=O)CCC(CC#N)(c1ccccc1)c1ccccc1, [H-], [H-], [H-], [H-], [Li+], [Na+], C1CCOC1, [OH-], O. Yields the product N#CCC(CCCO)(c1ccccc1)c1ccccc1. As a reaction SMILES: [Al+3:25].[C:1](#[N:2])[CH2:3][C:4]([CH2:5][CH2:6][C:7](=[O:8])[O:9][CH2:10][CH3:11])([c:12]1[cH:13][cH:14][cH:15][cH:16][cH:17]1)[c:18]1[cH:19][cH:20][cH:21][cH:22][cH:23]1.[H-:24].[H-:27].[H-:28].[H-:29].[Li+:26].[Na+:32].[O:33]1[CH2:34][CH2:35][CH2:36][CH2:37]1.[OH-:31].[OH2:30]>>[C:1](#[N:2])[CH2:3][C:4]([CH2:5][CH2:6][CH2:7][OH:8])([c:12]1[cH:13][cH:14][cH:15][cH:16][cH:17]1)[c:18]1[cH:19][cH:20][cH:21][cH:22][cH:23]1.